Dataset: the Open Reaction Database (ORD), a public repository of structured organic reaction records. Task: describe an organic reaction: reactants, conditions, products, and yield The reactants are OC1=C(C=C(C2=CC=CC=C12)O)C(=O)O (1,4-dihydroxy-2-naphthoic acid), ClCC(=O)OCC (ethyl chloroacetate), Cl(=O)(=O)O (chloric acid), solution, C[O-].[Na+] (sodium methoxide). The solvent is CN(C=O)C (dimethylformamide), O (water), CO (methanol). Run at time 10 minute. Product: OC1=C(C=C(C2=CC=CC=C12)OCC(=O)OCC)C(=O)O (1-hydroxy-4-ethoxycarbonylmethyloxy-2-naphthoic acid). Isolated yield 94.6%. Reaction SMILES: [OH:1][C:2]1[C:11]2[C:6](=[CH:7][CH:8]=[CH:9][CH:10]=2)[C:5]([OH:12])=[CH:4][C:3]=1[C:13]([OH:15])=[O:14].C[O-].[Na+].Cl[CH2:20][C:21]([O:23][CH2:24][CH3:25])=[O:22].Cl(O)(=O)=O>CO.O.CN(C)C=O>[OH:1][C:2]1[C:11]2[C:6](=[CH:7][CH:8]=[CH:9][CH:10]=2)[C:5]([O:12][CH2:20][C:21]([O:23][CH2:24][CH3:25])=[O:22])=[CH:4][C:3]=1[C:13]([OH:15])=[O:14] |f:1.2|. Procedure: To 700 ml of dimethylformamide, 249 g (1.22 mol) of 1,4-dihydroxy-2-naphthoic acid was added, and the mixture was stirred under a nitrogen atmosphere. To the mixture, 490 ml (2.44 mols) of a 28% solution of sodium methoxide in methanol was added dropwise over 20 minutes. After 10 minutes, 150 g (1.22 mol) of ethyl chloroacetate was added dropwise over 30 minutes, and the mixture was stirred for 3 hours while keeping the temperature at 50° C. The reaction solution was poured into a mixture of 160... Reactants: C[Si](C#C[Sn](CCCC)(CCCC)CCCC)(C)C (Trimethyl((tributylstannyl)ethynyl)silane), NC1=C(C(=NC(=C1F)C1=CC=C(C=C1)I)C(=O)OC)Cl (methyl 4-amino-3-chloro-5-fluoro-6-(4-iodophenyl)picolinate). Reagents/catalysts: C=1C=CC(=CC1)[P](C=2C=CC=CC2)(C=3C=CC=CC3)[Pd]([P](C=4C=CC=CC4)(C=5C=CC=CC5)C=6C=CC=CC6)([P](C=7C=CC=CC7)(C=8C=CC=CC8)C=9C=CC=CC9)[P](C=1C=CC=CC1)(C=1C=CC=CC1)C=1C=CC=CC1 (tetrakis(triphenylphosphine)palladium(0)). The solvent is O (water), CN(C=O)C (N,N-dimethylformamide). Reaction conditions: temperature 90 celsius, time 20 hour. Product: NC1=C(C(=NC(=C1F)C1=CC=C(C=C1)C#C[Si](C)(C)C)C(=O)OC)Cl (methyl 4-amino-3-chloro-5-fluoro-6-(4-((trimethylsilyl)ethynyl)phenyl)picolinate). Yield: 73.0%. Reaction SMILES: [CH3:1][Si:2]([CH3:19])([CH3:18])[C:3]#[C:4][Sn](CCCC)(CCCC)CCCC.[NH2:20][C:21]1[C:26]([F:27])=[C:25]([C:28]2[CH:33]=[CH:32][C:31](I)=[CH:30][CH:29]=2)[N:24]=[C:23]([C:35]([O:37][CH3:38])=[O:36])[C:22]=1[Cl:39]>CN(C)C=O.O.C1C=CC([P]([Pd]([P](C2C=CC=CC=2)(C2C=CC=CC=2)C2C=CC=CC=2)([P](C2C=CC=CC=2)(C2C=CC=CC=2)C2C=CC=CC=2)[P](C2C=CC=CC=2)(C2C=CC=CC=2)C2C=CC=CC=2)(C2C=CC=CC=2)C2C=CC=CC=2)=CC=1>[NH2:20][C:21]1[C:26]([F:27])=[C:25]([C:28]2[CH:33]=[CH:32][C:31]([C:4]#[C:3][Si:2]([CH3:1])([CH3:18])[CH3:19])=[CH:30][CH:29]=2)[N:24]=[C:23]([C:35]([O:37][CH3:38])=[O:36])[C:22]=1[Cl:39] |^1:49,51,70,89|. Reported procedure: Trimethyl((tributylstannyl)ethynyl)silane (510 mg, 1.3 mmol, 1.1 equiv) was added to a stirred mixture of methyl 4-amino-3-chloro-5-fluoro-6-(4-iodophenyl)picolinate (490 mg, 1.2 mmol, 1.0 equiv) and tetrakis(triphenylphosphine)palladium(0) (140 mg, 0.12 mmol, 0.10 equiv) in N,N-dimethylformamide (2.4 mL) at 23° C. The reaction mixture was heated to 90° C., resulting in a homogeneous yellow solution, and stirred for 20 h. The cooled reaction mixture was diluted with water (200 mL) and extracted ... Reactants: CC1C(N(CCC1)C)(C)C (tetramethylpiperidine), C(CCC)[Li] (n-butyllithium), C1(CC1)CC=CCC1OC1 (2-(4-cyclopropyl-but-2-enyl)-oxirane). The solvent is CC(C)(C)OC (MTBE), CC(C)(C)OC (MTBE). Reaction conditions: temperature 0 celsius, time 8 hour. The product is C1(CC1)CC1C2CCC(C12)O (6-cyclopropylmethyl-bicyclo[3.1.0]hexan-2-ol). As a reaction SMILES: [CH3:1]C1CCCN(C)C1(C)C.C([Li])CCC.[CH:16]1([CH2:19][CH:20]=[CH:21][CH2:22][CH:23]2[CH2:25][O:24]2)[CH2:18][CH2:17]1>CC(OC)(C)C>[CH:16]1([CH2:19][CH:20]2[CH:22]3[CH:21]2[CH2:1][CH2:25][CH:23]3[OH:24])[CH2:18][CH2:17]1. Reported procedure: To a solution of tetramethylpiperidine (0.624 ml, 3.7 mmol) in MTBE (5 mL) was added n-butyllithium 2.5M hexanes (1.5 ml, 3.7 mmol) at −78° C. The solution was slowly warmed to approx 0° C. and was added via cannula to a solution of 2-(4-cyclopropyl-but-2-enyl)-oxirane (0.288 g, 1.898 mmol) in MTBE (2 mL) over 10 min at 0° C. The mixture was allowed to warm to rt, stirred overnight, washed with 1N HCl (2×), and brine. The organics were dried over MgSO4, filtered, and concentrated to give 6-cyclo... The reactants are CC(=O)Cl, O=c1[nH]c2ccccc2n1C1CCN(C2Cc3cccc4cccc2c34)CC1, [H-], [Na+], CN(C)C=O, O. Yields the product CC(=O)n1c(=O)n(C2CCN(C3Cc4cccc5cccc3c45)CC2)c2ccccc21. RXN SMILES: [CH3:31][C:32]([Cl:33])=[O:34].[CH:1]1([N:13]2[CH2:14][CH2:15][CH:16]([n:19]3[c:20](=[O:28])[nH:21][c:22]4[c:23]3[cH:24][cH:25][cH:26][cH:27]4)[CH2:17][CH2:18]2)[CH2:2][c:3]2[cH:4][cH:5][cH:6][c:7]3[cH:8][cH:9][cH:10][c:11]1[c:12]23.[H-:29].[Na+:30].[O:36]=[CH:37][N:38]([CH3:39])[CH3:40].[OH2:35]>>[CH:1]1([N:13]2[CH2:14][CH2:15][CH:16]([n:19]3[c:20](=[O:28])[n:21]([C:32]([CH3:31])=[O:34])[c:22]4[c:23]3[cH:24][cH:25][cH:26][cH:27]4)[CH2:17][CH2:18]2)[CH2:2][c:3]2[cH:4][cH:5][cH:6][c:7]3[cH:8][cH:9][cH:10][c:11]1[c:12]23. Starting materials: Cl (HCl), OC=1C=CC2=C(OC(CO2)CN)C1C (2,3-Dihydro-7-hydroxy-8-methyl-1,4-benzodioxin-2-methanamine), [N+](=O)([O-])C=1C=C(OCCCBr)C=CC1 (3-(3-nitrophenoxy)propyl bromide), C(C)(C)N(CC)C(C)C (diisopropylethylamine). Reagents/catalysts: [Pd] (palladium on carbon). Solvent: CN(C)C=O (DMF), CO (methanol). Conditions: temperature 80 celsius. Yields the product NC=1C=C(OCCCNCC2COC3=C(O2)C(=C(C=C3)O)C)C=CC1 (N-[3-(3-Aminophenoxy)propyl]-2,3-dihydro-7-hydroxy-8-methyl-1,4-benzodioxin-2-methanamine). Yield: 25.8%. RXN SMILES: [OH:1][C:2]1[CH:3]=[CH:4][C:5]2[O:10][CH2:9][CH:8]([CH2:11][NH2:12])[O:7][C:6]=2[C:13]=1[CH3:14].[N+:15]([C:18]1[CH:19]=[C:20]([CH:26]=[CH:27][CH:28]=1)[O:21][CH2:22][CH2:23][CH2:24]Br)([O-])=O.C(N(C(C)C)CC)(C)C.Cl>CN(C=O)C.CO.[Pd]>[NH2:15][C:18]1[CH:19]=[C:20]([CH:26]=[CH:27][CH:28]=1)[O:21][CH2:22][CH2:23][CH2:24][NH:12][CH2:11][CH:8]1[O:7][C:6]2[C:13]([CH3:14])=[C:2]([OH:1])[CH:3]=[CH:4][C:5]=2[O:10][CH2:9]1. Procedure details: 2,3-Dihydro-7-hydroxy-8-methyl-1,4-benzodioxin-2-methanamine (0.70 g, 3.6 mmole), 3-(3-nitrophenoxy)propyl bromide (0.94 g, 3.6 mmole) and diisopropylethylamine (0.47 g, 3.6 mmole) were combined in 50 ml of DMF and heated at 80° C. for 24 hrs. under a nitrogen atmosphere. The solvent was then removed in vacuum and the residue dissolved in chloroform and washed with saturated aqueous sodium bicarbonate, dried over magnesium sulfate, filtered and concentrated in vacuum. The residue was column chro...